Dataset: the Open Reaction Database (ORD), a public repository of structured organic reaction records. Task: describe an organic reaction: reactants, conditions, products, and yield Reactants: N1C(CCCC1)CCOC1=CC=C(C=C1)C1=NC2=C(N1)C=CC(=C2)C(=O)N (2-[4-(2-piperidin-2-yl-ethoxy)-phenyl]-1H-benzoimidazole-5-carboxylic acid amide), C1(=CC=C(C=C1)C=O)C (p-tolualdehyde), [BH-](OC(=O)C)(OC(=O)C)OC(=O)C.[Na+] (NaB(OAc)3H), aldehyde, [BH-](OC(=O)C)(OC(=O)C)OC(=O)C.[Na+] (NaB(OAc)3H). Solvent: CN(C)C=O (DMF). Reaction conditions: time 16 hour. Product: CC1=CC=C(CN2C(CCCC2)CCOC2=CC=C(C=C2)C2=NC3=C(N2)C=CC(=C3)C(=O)N)C=C1 (2-(4-{2-[1-(4-Methyl-benzyl)-piperidin-2-yl]-ethoxy}-phenyl)-1H-benzoimidazole-5-carboxylic acid amide). Yield: 47.4%. As a reaction SMILES: [NH:1]1[CH2:6][CH2:5][CH2:4][CH2:3][CH:2]1[CH2:7][CH2:8][O:9][C:10]1[CH:15]=[CH:14][C:13]([C:16]2[NH:20][C:19]3[CH:21]=[CH:22][C:23]([C:25]([NH2:27])=[O:26])=[CH:24][C:18]=3[N:17]=2)=[CH:12][CH:11]=1.[C:28]1([CH3:36])[CH:33]=[CH:32][C:31]([CH:34]=O)=[CH:30][CH:29]=1.[BH-](OC(C)=O)(OC(C)=O)OC(C)=O.[Na+]>CN(C=O)C>[CH3:36][C:28]1[CH:33]=[CH:32][C:31]([CH2:34][N:1]2[CH2:6][CH2:5][CH2:4][CH2:3][CH:2]2[CH2:7][CH2:8][O:9][C:10]2[CH:11]=[CH:12][C:13]([C:16]3[NH:20][C:19]4[CH:21]=[CH:22][C:23]([C:25]([NH2:27])=[O:26])=[CH:24][C:18]=4[N:17]=3)=[CH:14][CH:15]=2)=[CH:30][CH:29]=1 |f:2.3|. Procedure details: To a solution of 2-[4-(2-piperidin-2-yl-ethoxy)-phenyl]-1H-benzoimidazole-5-carboxylic acid amide (0.10 g, 0.27 mmol) in DMF (1 mL) was added p-tolualdehyde (70 μL, 0.59 mmol), activated 4 Å molecular sieves, and NaB(OAc)3H (0.175 g, 0.82 mmol). The solution was stirred for 16 h and additional portions of aldehyde (1 equiv.) and NaB(OAc)3H (3 equiv.) were added. When HPLC monitoring indicated reaction completion, the solution was quenched with 1 N NaOH and purified by reverse phase HPLC (C18; H2...